From a dataset of the Open Reaction Database (ORD), a public repository of structured organic reaction records. describe an organic reaction: reactants, conditions, products, and yield Reactants: C(C)(=O)OC=1C=C2CCC(OC2=CC1C)(C)COC1=CC=C(C=C1)CC(C(=O)OCC)Cl (ethyl 3-[4-(6-acetoxy-2,7-dimethylchroman-2-ylmethoxy)phenyl]-2-chloropropionate), NC(=S)N (thiourea), S1(=O)(=O)CCCC1 (sulfolane). Reaction conditions: temperature 120 celsius. Yields the product C(C)(=O)OC=1C=C2CCC(OC2=CC1C)(C)COC1=CC=C(CC2C(NC(S2)=O)=O)C=C1 (5-[4-(6-Acetoxy-2,7-dimethylchroman-2-ylmethoxy)benzyl]thiazolidine-2,4-dione). As a reaction SMILES: [C:1]([O:4][C:5]1[CH:6]=[C:7]2[C:12](=[CH:13][C:14]=1[CH3:15])[O:11][C:10]([CH2:17][O:18][C:19]1[CH:24]=[CH:23][C:22]([CH2:25][CH:26](Cl)[C:27](OCC)=[O:28])=[CH:21][CH:20]=1)([CH3:16])[CH2:9][CH2:8]2)(=[O:3])[CH3:2].[NH2:33][C:34](N)=[S:35].S1(CCCC1)(=O)=[O:38]>>[C:1]([O:4][C:5]1[CH:6]=[C:7]2[C:12](=[CH:13][C:14]=1[CH3:15])[O:11][C:10]([CH2:17][O:18][C:19]1[CH:24]=[CH:23][C:22]([CH2:25][CH:26]3[S:35][C:34](=[O:38])[NH:33][C:27]3=[O:28])=[CH:21][CH:20]=1)([CH3:16])[CH2:9][CH2:8]2)(=[O:3])[CH3:2]. Procedure: The reactions described in Example 1(a) were repeated, except that 1.5 g of ethyl 3-[4-(6-acetoxy-2,7-dimethylchroman-2-ylmethoxy)phenyl]-2-chloropropionate, 300 mg of thiourea and 2 ml of sulfolane were heated at 120° C. for 2 hours. The reaction mixture was then purified by adding diethyl ether to the reaction mixture, and distilling off the solvent to leave a residue. This residue was purified by column chromatography through silica gel eluted first with a 9:1 by volume mixture of benzene and... Starting materials: FC1=CC=C(C=C1)NC(=O)C=1C=NC(=NC1)OCC(=O)O ([5-(4-fluorophenylcarbamoyl)pyrimidin-2-yloxy]acetic acid), OC=1C=NC=CC1 (3-hydroxypyridine), alcohol. Solvent: CO.ClCCl (methanol dichloromethane). Product: N1=CC(=CC=C1)OC(COC1=NC=C(C=N1)C(NC1=CC=C(C=C1)F)=O)=O ([5-(4-Fluorophenylcarbamoyl)pyrimidin-2-yloxy]acetic acid pyridin-3-yl ester). Yield: 14.0%. As a reaction SMILES: [F:1][C:2]1[CH:7]=[CH:6][C:5]([NH:8][C:9]([C:11]2[CH:12]=[N:13][C:14]([O:17][CH2:18][C:19]([OH:21])=[O:20])=[N:15][CH:16]=2)=[O:10])=[CH:4][CH:3]=1.O[C:23]1[CH:24]=[N:25][CH:26]=[CH:27][CH:28]=1>CO.ClCCl>[N:25]1[CH:26]=[CH:27][CH:28]=[C:23]([O:20][C:19](=[O:21])[CH2:18][O:17][C:14]2[N:13]=[CH:12][C:11]([C:9](=[O:10])[NH:8][C:5]3[CH:4]=[CH:3][C:2]([F:1])=[CH:7][CH:6]=3)=[CH:16][N:15]=2)[CH:24]=1 |f:2.3|. Procedure details: The titled compound was prepared from [5-(4-fluorophenylcarbamoyl)pyrimidin-2-yloxy]acetic acid using 3-hydroxypyridine (12 mg, 0.13 mmol) as the source alcohol. Chromatography (5% methanol/dichloromethane) through SiO2 yielded 9 mg (14%) of the titled compound. ESI-MS m/z 391 (M+Na+), 367 (M−H−). The reactants are NC=1C(=NC(=CC1)Br)C(=O)NC=1C=NC=CC1N1C[C@H]([C@@H](CC1)O[Si](C)(C)C(C)(C)C)NC(OC(C)(C)C)=O (tert-butyl (3R,4R)-1-(3-(3-amino-6-bromo-picolinamido)pyridin-4-yl)-4-(tert-butyldimethylsilyloxy)piperidin-3-yl-carbamate), TBDMS, NC=1C(=NC(=CC1)C1=C(C=CC=C1F)F)C(=O)NC=1C=NC=CC1N1C[C@H]([C@@H](CC1)O[Si](C)(C)C(C)(C)C)NC(OC(C)(C)C)=O (tert-butyl (3R,4R)-1-(3-(3-amino-6-(2,6-difluorophenyl)picolinamido)pyridin-4-yl)-4-(tert-butyldimethylsilyloxy)piperidin-3-yl-carbamate), Cl (HCl), FC1=C(C(=CC=C1)F)B(O)O (2,6 difluorophenylboronic acid). Run in CO (methanol), C1CCOC1 (THF). Run at time 2 hour. Product: NC=1C(=NC(=CC1)C1=C(C=CC=C1F)F)C(=O)NC=1C=NC=CC1N1C[C@H]([C@@H](CC1)O)N (3-amino-N-(4-((3R,4R)-3-amino-4-hydroxy-piperidin-1-yl)pyridin-3-yl)-6-(2,6-difluorophenyl)picolinamide). Reaction SMILES: NC1C(C(NC2C=NC=CC=2N2CC[C@@H](O[Si](C(C)(C)C)(C)C)[C@H](NC(=O)OC(C)(C)C)C2)=O)=NC(Br)=CC=1.FC1C=CC=C(F)C=1B(O)O.[NH2:51][C:52]1[C:53]([C:66]([NH:68][C:69]2[CH:70]=[N:71][CH:72]=[CH:73][C:74]=2[N:75]2[CH2:80][CH2:79][C@@H:78]([O:81][Si](C(C)(C)C)(C)C)[C@H:77]([NH:89]C(=O)OC(C)(C)C)[CH2:76]2)=[O:67])=[N:54][C:55]([C:58]2[C:63]([F:64])=[CH:62][CH:61]=[CH:60][C:59]=2[F:65])=[CH:56][CH:57]=1.Cl>CO.C1COCC1>[NH2:51][C:52]1[C:53]([C:66]([NH:68][C:69]2[CH:70]=[N:71][CH:72]=[CH:73][C:74]=2[N:75]2[CH2:80][CH2:79][C@@H:78]([OH:81])[C@H:77]([NH2:89])[CH2:76]2)=[O:67])=[N:54][C:55]([C:58]2[C:63]([F:64])=[CH:62][CH:61]=[CH:60][C:59]=2[F:65])=[CH:56][CH:57]=1. Procedure: 3-amino-6-(2,6-difluorophenyl)picolinic acid and tert-butyl (3R,4R)-1-(3-aminopyridin-4-yl)-4-(tert-butyldimethylsilyloxy)piperidin-3-ylcarbamate were coupled following method 11 (example 249), to yield tert-butyl (3R,4R)-1-(3-(3-amino-6-(2,6-difluorophenyl)picolinamido)pyridin-4-yl)-4-(tert-butyldimethylsilyloxy)piperidin-3-ylcarbamate after HPLC purification. Alternatively, tert-butyl (3R,4R)-1-(3-(3-amino-6-(2,6-difluorophenyl)picolinamido)pyridin-4-yl)-4-(tert-butyldimethylsilyloxy)-piperidi... The reactants are COC(CCC1=C(C=C(C=C1)OCCC=1N=C(OC1C)C1=CC=CC=C1)CCN)=O (3-{2-(2-amino-ethyl)-4-[2-(5-methyl-2-phenyl-oxazol-4-yl)-ethoxy]-phenyl}-propionic acid methyl ester), TEA, ClC(=O)OC(C)C (isopropyl chloroformate). Run in C(Cl)Cl (CH2Cl2). Conditions: time 2 hour. The product is C(C)(C)OC(=O)NCCC1=C(C=CC(=C1)OCCC=1N=C(OC1C)C1=CC=CC=C1)CCC(=O)O (3-{2-(2-Isopropoxycarbonylamino-ethyl)-4-[2-(5-methyl-2-phenyl-oxazol-4-yl)-ethoxy]-phenyl}-propionic acid). Reaction SMILES: C[O:2][C:3](=[O:30])[CH2:4][CH2:5][C:6]1[CH:11]=[CH:10][C:9]([O:12][CH2:13][CH2:14][C:15]2[N:16]=[C:17]([C:21]3[CH:26]=[CH:25][CH:24]=[CH:23][CH:22]=3)[O:18][C:19]=2[CH3:20])=[CH:8][C:7]=1[CH2:27][CH2:28][NH2:29].Cl[C:32]([O:34][CH:35]([CH3:37])[CH3:36])=[O:33]>C(Cl)Cl>[CH:35]([O:34][C:32]([NH:29][CH2:28][CH2:27][C:7]1[CH:8]=[C:9]([O:12][CH2:13][CH2:14][C:15]2[N:16]=[C:17]([C:21]3[CH:22]=[CH:23][CH:24]=[CH:25][CH:26]=3)[O:18][C:19]=2[CH3:20])[CH:10]=[CH:11][C:6]=1[CH2:5][CH2:4][C:3]([OH:30])=[O:2])=[O:33])([CH3:37])[CH3:36]. Reported procedure: A solution of 3-{2-(2-amino-ethyl)-4-[2-(5-methyl-2-phenyl-oxazol-4-yl)-ethoxy]-phenyl}-propionic acid methyl ester (26 mg, 0.064 mmol) in CH2Cl2 (2 mL) at 0° C. was treated with TEA (0.2 mL) and isopropyl chloroformate (0.13 mL, 1.0 M in ether). The resulting mixture was allowed to warm gradually to ambient temperature. After 2 h, the mixture was concentrated to a residue, which was purified by silica gel chromatography (hexanes/EtOAc 7/3) to afford the isopropyl carbamate as a colorless oil. 1... Procedure: 2-(3,5-Dihydroxy-1,4-naphthoquinon-2-yl)-3-methoxy-5-methylbenzoic acid (100 mg) was dissolved in methanol (20 ml) and treated with diazomethane at room temperature. After 2 hours of reaction, the excess diazomethane was decomposed with acetic acid, the solvent was distilled off under reduced pressure, and the residue was subjected to silica gel column chromatography, elution being carried out with chloroform. The above procedure gave methyl 2-(3-methoxy-5-hydroxy-1,4-naphthoquinon-2-yl)-3-metho... Reaction SMILES: O[C:2]1[C:11](=[O:12])[C:10]2[C:5](=[CH:6][CH:7]=[CH:8][C:9]=2[OH:13])[C:4](=[O:14])[C:3]=1[C:15]1[C:23]([O:24][CH3:25])=[CH:22][C:21]([CH3:26])=[CH:20][C:16]=1[C:17]([OH:19])=[O:18].[N+](=[CH2:29])=[N-].C(O)(=O)C.[CH3:34][OH:35]>>[CH3:34][O:35][C:2]1[C:11](=[O:12])[C:10]2[C:5](=[CH:6][CH:7]=[CH:8][C:9]=2[OH:13])[C:4](=[O:14])[C:3]=1[C:15]1[C:23]([O:24][CH3:25])=[CH:22][C:21]([CH3:26])=[CH:20][C:16]=1[C:17]([O:19][CH3:29])=[O:18]. Yields the product COC1=C(C(C2=CC=CC(=C2C1=O)O)=O)C1=C(C(=O)OC)C=C(C=C1OC)C (methyl 2-(3-methoxy-5-hydroxy-1,4-naphthoquinon-2-yl)-3-methoxy-5-methylbenzoate). The reactants are C(C)(=O)O (acetic acid), OC1=C(C(C2=CC=CC(=C2C1=O)O)=O)C1=C(C(=O)O)C=C(C=C1OC)C (2-(3,5-Dihydroxy-1,4-naphthoquinon-2-yl)-3-methoxy-5-methylbenzoic acid), CO (methanol), [N+](=[N-])=C (diazomethane), [N+](=[N-])=C (diazomethane). The reactants are [N+](=[N-])=CC (diazoethane), N-ethyl-N'-nitro-N-nitrosoimino urea, C(C1=CC=CC=C1)(=O)C1=C(C=CC(=C1)Cl)C=CC#N (3-(2-benzoyl-4-chlorophenyl)-2-propenonitrile). Run in CCOCC (ether), CCOCC (ether). Reaction conditions: time 3 hour. Yields the product C(C1=CC=CC=C1)(=O)C1=C(C=CC(=C1)Cl)C=1C(=NNC1C)C#N (4-(2-benzoyl-4-chlorophenyl)-3-cyano-5-methylpyrazole). As a reaction SMILES: [N+:1](=[CH:3][CH3:4])=[N-:2].[C:5]([C:13]1[CH:18]=[C:17]([Cl:19])[CH:16]=[CH:15][C:14]=1[CH:20]=[CH:21][C:22]#[N:23])(=[O:12])[C:6]1[CH:11]=[CH:10][CH:9]=[CH:8][CH:7]=1>CCOCC>[C:5]([C:13]1[CH:18]=[C:17]([Cl:19])[CH:16]=[CH:15][C:14]=1[C:20]1[C:21]([C:22]#[N:23])=[N:2][NH:1][C:3]=1[CH3:4])(=[O:12])[C:6]1[CH:11]=[CH:10][CH:9]=[CH:8][CH:7]=1. Reported procedure: A solution of diazoethane in 400 ml of ether (prepared from 16.1 g (0.1 mol) of N-ethyl-N'-nitro-N-nitrosoimino urea,) was added to a solution of 15 g (0.056 mol) of crude 3-(2-benzoyl-4-chlorophenyl)-2-propenonitrile in 100 ml of ether. After standing at room temperature for 3 hr, the excess diazoethane was destroyed by addition of glacial acetic acid. The mixture was washed with saturated sodium bicarbonate solution, was dried and evaporated, at the end azeotropically with toluene. The residue... Reactants: S(=O)(Cl)Cl (Thionyl chloride), COC1=CC=C(C=C1)N1N=CC(=C1C)C(=O)O (1-(4-methoxyphenyl)-5-methyl-1H-pyrazole-4-carboxylic acid), C1(=CC=CC=C1)C (toluene). Conditions: temperature 80 celsius. Yields the product C(C)OC(=O)C=1C=NN(C1C)C1=CC=C(C=C1)OC (1-(4-methoxyphenyl)-5-methyl-1H-pyrazole-4-carboxylic acid ethyl ester). RXN SMILES: S(Cl)(Cl)=O.[CH3:5][O:6][C:7]1[CH:12]=[CH:11][C:10]([N:13]2[C:17]([CH3:18])=[C:16]([C:19]([OH:21])=[O:20])[CH:15]=[N:14]2)=[CH:9][CH:8]=1.[C:22]1(C)C=CC=C[CH:23]=1>>[CH2:22]([O:20][C:19]([C:16]1[CH:15]=[N:14][N:13]([C:10]2[CH:9]=[CH:8][C:7]([O:6][CH3:5])=[CH:12][CH:11]=2)[C:17]=1[CH3:18])=[O:21])[CH3:23]. Procedure: Thionyl chloride (3.84 g) was added to a solution of 1-(4-methoxyphenyl)-5-methyl-1H-pyrazole-4-carboxylic acid (5.0 g) described in Reference Example 5 in toluene (20 ml) at room temperature, stirred at 80° C. for an hour and the solvent and an excess amount of thionyl chloride were evaporated. Pyridine (10 ml) and ethanol (20 ml) were added to the resulting residue and stirred at 40° C. for 0.5 hour. After completion of the reaction, the solvent was evaporated and ethyl acetate and 1N aqueous ... Yield: 42.8%. RXN SMILES: [C:1]([C:3]1[CH:4]=[C:5]2[C:9](=[CH:10][CH:11]=1)[NH:8][C:7]([Si](CC)(CC)CC)=[C:6]2[CH2:19][CH2:20][NH:21][C:22]([C:24]1[CH:28]=[C:27]([CH2:29][C:30]2[CH:35]=[C:34]([F:36])[CH:33]=[CH:32][C:31]=2[F:37])[O:26][N:25]=1)=[O:23])#[N:2]>FC(F)(F)C(O)=O>[C:1]([C:3]1[CH:4]=[C:5]2[C:9](=[CH:10][CH:11]=1)[NH:8][CH:7]=[C:6]2[CH2:19][CH2:20][NH:21][C:22]([C:24]1[CH:28]=[C:27]([CH2:29][C:30]2[CH:35]=[C:34]([F:36])[CH:33]=[CH:32][C:31]=2[F:37])[O:26][N:25]=1)=[O:23])#[N:2]. Procedure details: N-(2-(5-cyano-2-(triethylsilyl)-1H-indol-3-yl)ethyl)-5-(2,5-difluorobenzyl)isoxazole-3-carboxamide (0.036 g; 0.069 mmol) was dissolved in trifluoroacetic acid (2 mL) and the resulting mixture was stirred at room temperature for 2 hours. The mixture was concentrated under reduced pressure with toluene. The crude mixture was purified flash chromatography on silica (eluent 20 to 100% ethyl acetate in heptane) to yield 0.012 g (47%) of N-(2-(5-cyano-1H-indol-3-yl)ethyl)-5-(2,5-difluorobenzyl)isoxazo... Run in FC(C(=O)O)(F)F (trifluoroacetic acid). Product: C(#N)C=1C=C2C(=CNC2=CC1)CCNC(=O)C1=NOC(=C1)CC1=C(C=CC(=C1)F)F (N-(2-(5-cyano-1H-indol-3-yl)ethyl)-5-(2,5-difluorobenzyl)isoxazole-3-carboxamide). Conditions: time 2 hour. The reactants are C(#N)C=1C=C2C(=C(NC2=CC1)[Si](CC)(CC)CC)CCNC(=O)C1=NOC(=C1)CC1=C(C=CC(=C1)F)F (N-(2-(5-cyano-2-(triethylsilyl)-1H-indol-3-yl)ethyl)-5-(2,5-difluorobenzyl)isoxazole-3-carboxamide).